Dataset: the Open Reaction Database (ORD), a public repository of structured organic reaction records. Task: describe an organic reaction: reactants, conditions, products, and yield The reactants are amide, C(C1=CC=CC=C1)(=O)N (benzamide), [N+](=O)([O-])C1=CC=CC=C1 (nitrobenzene), TMA(OH). Yields the product [N+](=O)([O-])C1=CC=C(C=C1)NC(C1=CC=CC=C1)=O (N-(4-nitrophenyl)benzamide). As a reaction SMILES: [C:1]([NH2:9])(=[O:8])[C:2]1[CH:7]=[CH:6][CH:5]=[CH:4][CH:3]=1.[N+:10]([C:13]1[CH:18]=[CH:17][CH:16]=[CH:15][CH:14]=1)([O-:12])=[O:11]>>[N+:10]([C:13]1[CH:18]=[CH:17][C:16]([NH:9][C:1](=[O:8])[C:2]2[CH:7]=[CH:6][CH:5]=[CH:4][CH:3]=2)=[CH:15][CH:14]=1)([O-:12])=[O:11]. Procedure: According to the recently released paper in line with the direct manufacture of amide compound formed by the NASH reaction, it is reported that benzamide is reacted with nitrobenzene in the presence of TMA(OH) to isolate N-(4-nitrophenyl)benzamide, a relatively stable intermediate, and then methanol and ammonia are added to the mixture and reacted under a pressure reactor to prepare 4-nitroaniline as a final product, while regenerating benzamide (J. Org. Chem., 1993, 58(24), 6883-8; WO No. 93/24... Starting materials: O=C1CCC(=O)N1Br, c1ccc2c(c1)CCCN2, CN(C)C=O, O. The product is Brc1ccc2c(c1)CCCN2. RXN SMILES: [Br:11][N:12]1[C:13](=[O:14])[CH2:15][CH2:16][C:17]1=[O:18].[CH2:1]1[CH2:2][NH:3][c:4]2[cH:5][cH:6][cH:7][cH:8][c:9]2[CH2:10]1.[CH3:19][N:20]([CH3:21])[CH:22]=[O:23].[OH2:24]>>[CH2:1]1[CH2:2][NH:3][c:4]2[cH:5][cH:6][c:7]([Br:11])[cH:8][c:9]2[CH2:10]1. Starting materials: NC=1N=NC(=CC1)I (3-amino-6-iodopyridazine), ClCC(=O)NC(OC(C)(C)C)=O (tert-butyl (chloroacetyl)carbamate), P(=O)(O)([O-])[O-].[Na+].[Na+] (disodium hydrogenphosphate), O (water). Run in CN(C(C)=O)C (N,N-dimethylacetamide). Reaction conditions: temperature 120 celsius, time 3 hour. Yields the product IC=1C=CC=2N(N1)C=C(N2)NC(OC(C)(C)C)=O (tert-butyl (6-iodoimidazo[1,2-b]pyridazin-2-yl)carbamate). The yield is 62.7%. As a reaction SMILES: [NH2:1][C:2]1[N:3]=[N:4][C:5]([I:8])=[CH:6][CH:7]=1.Cl[CH2:10][C:11]([NH:13][C:14](=[O:20])[O:15][C:16]([CH3:19])([CH3:18])[CH3:17])=O.P([O-])([O-])(O)=O.[Na+].[Na+].O>CN(C)C(=O)C>[I:8][C:5]1[CH:6]=[CH:7][C:2]2[N:3]([CH:10]=[C:11]([NH:13][C:14](=[O:20])[O:15][C:16]([CH3:19])([CH3:18])[CH3:17])[N:1]=2)[N:4]=1 |f:2.3.4|. Procedure: To a solution of 3-amino-6-iodopyridazine (10.0 g, 45.2 mmol) in N,N-dimethylacetamide (100 mL) were added tert-butyl (chloroacetyl)carbamate (14.0 g, 72.4 mmol) and disodium hydrogenphosphate (16.1 g, 113 mmol), and the mixture was stirred at 120° C. for 3 hr. After cooling the mixture to room temperature, water (400 mL) was added to the mixture, and the precipitated crystals were filtrated, and washed with acetonitrile and petroleum ether to give the title compound (10.2 g, 63%) as a green pow...